From a dataset of the Open Reaction Database (ORD), a public repository of structured organic reaction records. describe an organic reaction: reactants, conditions, products, and yield The reactants are CCOC(=O)c1c(CBr)n(C)n(-c2ccc(F)cc2)c1=O, C1CCOC1, CCOC(C)=O, [K+], [OH-], O, c1cn[nH]c1. Reaction SMILES: [Br:1][CH2:2][c:3]1[c:4]([C:17](=[O:18])[O:19][CH2:20][CH3:21])[c:5](=[O:16])[n:6](-[c:9]2[cH:10][cH:11][c:12]([F:15])[cH:13][cH:14]2)[n:7]1[CH3:8].[CH2:35]1[O:36][CH2:37][CH2:38][CH2:39]1.[CH3:29][CH2:30][O:31][C:32]([CH3:33])=[O:34].[K+:28].[OH-:27].[OH2:40].[nH:22]1[n:23][cH:24][cH:25][cH:26]1>>[CH2:2]([c:3]1[c:4]([C:17](=[O:18])[O:19][CH2:20][CH3:21])[c:5](=[O:16])[n:6](-[c:9]2[cH:10][cH:11][c:12]([F:15])[cH:13][cH:14]2)[n:7]1[CH3:8])[n:22]1[n:23][cH:24][cH:25][cH:26]1. Product: CCOC(=O)c1c(Cn2cccn2)n(C)n(-c2ccc(F)cc2)c1=O. The reactants are COc1cccc(-c2cccc3c2OC(COS(=O)(=O)c2ccc(C)cc2)C3)c1, [N-]=[N+]=[N-], [Na+]. Product: COc1cccc(-c2cccc3c2OC(CN=[N+]=[N-])C3)c1. Reaction SMILES: [CH3:1][c:2]1[cH:3][cH:4][c:5]([S:6]([O:7][CH2:12][CH:13]2[O:14][c:15]3[c:16]([cH:18][cH:19][cH:20][c:21]3-[c:22]3[cH:23][c:24]([O:28][CH3:29])[cH:25][cH:26][cH:27]3)[CH2:17]2)(=[O:8])=[O:9])[cH:10][cH:11]1.[N-:31]=[N+:32]=[N-:33].[Na+:30]>>[CH2:12]([CH:13]1[O:14][c:15]2[c:16]([cH:18][cH:19][cH:20][c:21]2-[c:22]2[cH:23][c:24]([O:28][CH3:29])[cH:25][cH:26][cH:27]2)[CH2:17]1)[N:31]=[N+:32]=[N-:33]. The reactants are CCC1C(=O)N(C)c2cnc(-n3ccnc3-c3ccc(F)cc3)nc2N1c1cn[nH]c1, [K+], [K+], O=C([O-])[O-], C1COCCO1. The product is CCC1C(=O)N(C)c2cnc(-n3ccnc3-c3ccc(F)cc3)nc2N1c1cnn(C)c1. Reaction SMILES: [CH2:1]([CH3:2])[CH:3]1[C:4](=[O:31])[N:5]([CH3:30])[c:6]2[cH:7][n:8][c:9](-[n:18]3[c:19](-[c:23]4[cH:24][cH:25][c:26]([F:29])[cH:27][cH:28]4)[n:20][cH:21][cH:22]3)[n:10][c:11]2[N:12]1[c:13]1[cH:14][n:15][nH:16][cH:17]1.[K+:32].[K+:33].[O-:34][C:35]([O-:36])=[O:37].[O:38]1[CH2:39][CH2:40][O:41][CH2:42][CH2:43]1>>[CH2:1]([CH3:2])[CH:3]1[C:4](=[O:31])[N:5]([CH3:30])[c:6]2[cH:7][n:8][c:9](-[n:18]3[c:19](-[c:23]4[cH:24][cH:25][c:26]([F:29])[cH:27][cH:28]4)[n:20][cH:21][cH:22]3)[n:10][c:11]2[N:12]1[c:13]1[cH:14][n:15][n:16]([CH3:35])[cH:17]1. Reactants: [Si](C)(C)(C(C)(C)C)O[C@@H](CN1C(=CC2=CC(=CC=C12)CBr)C#N)CO[Si](C)(C)C(C)(C)C ((S)-1-(2,3-bis((tert-butyldimethylsilyl)oxy)propyl)-5-(bromomethyl)-1H-indole-2-carbonitrile), N1CCC(CC1)NC=1C2=C(N=CN1)SC(=C2)CC(F)(F)F (N-(piperidin-4-yl)-6-(2,2,2-trifluoroethyl)thieno[2,3-d]pyrimidin-4-amine), CCN(C(C)C)C(C)C (DIPEA). Run in C(Cl)Cl (DCM). Product: FC(CC1=CC2=C(N=CN=C2NC2CCN(CC2)CC=2C=C3C=C(NC3=CC2)C#N)S1)(F)F (5-((4-((6-(2,2,2-trifluoroethyl)thieno[2,3-d]pyrimidin-4-yl)amino)piperidin-1-yl)methyl)-1H-indole-2-carbonitrile). Yield: 33.8%. Reaction SMILES: [Si](O[C@H](CO[Si](C(C)(C)C)(C)C)C[N:11]1[C:19]2[C:14](=[CH:15][C:16]([CH2:20]Br)=[CH:17][CH:18]=2)[CH:13]=[C:12]1[C:22]#[N:23])(C(C)(C)C)(C)C.[NH:33]1[CH2:38][CH2:37][CH:36]([NH:39][C:40]2[C:41]3[CH:48]=[C:47]([CH2:49][C:50]([F:53])([F:52])[F:51])[S:46][C:42]=3[N:43]=[CH:44][N:45]=2)[CH2:35][CH2:34]1.CCN(C(C)C)C(C)C>C(Cl)Cl>[F:52][C:50]([F:51])([F:53])[CH2:49][C:47]1[S:46][C:42]2[N:43]=[CH:44][N:45]=[C:40]([NH:39][CH:36]3[CH2:35][CH2:34][N:33]([CH2:20][C:16]4[CH:15]=[C:14]5[C:19](=[CH:18][CH:17]=4)[NH:11][C:12]([C:22]#[N:23])=[CH:13]5)[CH2:38][CH2:37]3)[C:41]=2[CH:48]=1. Procedure details: 58 mg of (S)-1-(2,3-bis((tert-butyldimethylsilyl)oxy)propyl)-5-(bromomethyl)-1H-indole-2-carbonitrile (0.1 mmol) and 31 mg of N-(piperidin-4-yl)-6-(2,2,2-trifluoroethyl)thieno[2,3-d]pyrimidin-4-amine (0.12 mmol) were dissolved in 0.2 mL of DCM. 26 mg of DIPEA (0.2 mmol) was added to that solution and reaction mixture was stirred for 18 hs. Then reaction mixture was directly loaded on silica gel column and the product was eluted with DCM-MeOH 30:1. After evaporation of solvent TBDMS-protected int...